Dataset: the Open Reaction Database (ORD), a public repository of structured organic reaction records. Task: describe an organic reaction: reactants, conditions, products, and yield Reactants: ClCCCl, CNCc1cc2ccccc2n1C, Cl, CC(C)(O)c1cc(C=CC(=O)O)cnc1N, CN(C)C=O, O, On1nnc2ccccc21. The product is CN(Cc1cc2ccccc2n1C)C(=O)C=Cc1cnc(N)c(C(C)(C)O)c1. As a reaction SMILES: [CH2:1]([Cl:2])[CH2:3][Cl:4].[CH3:32][NH:33][CH2:34][c:35]1[n:36]([CH3:44])[c:37]2[cH:38][cH:39][cH:40][cH:41][c:42]2[cH:43]1.[ClH:5].[NH2:6][c:7]1[c:8]([C:18]([CH3:19])([CH3:20])[OH:21])[cH:9][c:10]([CH:13]=[CH:14][C:15](=[O:16])[OH:17])[cH:11][n:12]1.[O:45]=[CH:46][N:47]([CH3:48])[CH3:49].[OH2:50].[OH:22][n:23]1[c:24]2[c:25]([cH:26][cH:27][cH:28][cH:29]2)[n:30][n:31]1>>[NH2:6][c:7]1[c:8]([C:18]([CH3:19])([CH3:20])[OH:21])[cH:9][c:10]([CH:13]=[CH:14][C:15](=[O:17])[N:33]([CH3:32])[CH2:34][c:35]2[n:36]([CH3:44])[c:37]3[cH:38][cH:39][cH:40][cH:41][c:42]3[cH:43]2)[cH:11][n:12]1.